This data is from the Open Reaction Database (ORD), a public repository of structured organic reaction records. The task is: describe an organic reaction: reactants, conditions, products, and yield Reactants: CCO, COC(=O)Cc1sc(N=C2SCC3Cc4ccccc4CN23)nc1C, Cl, [Na+], [OH-]. Yields the product Cl, Cc1nc(N=C2SCC3Cc4ccccc4CN23)sc1CC(=O)O. As a reaction SMILES: [CH3:29][CH2:30][OH:31].[CH3:3][O:4][C:5](=[O:6])[CH2:7][c:8]1[c:9]([CH3:27])[n:10][c:11]([N:13]=[C:14]2[S:15][CH2:16][CH:17]3[N:18]2[CH2:19][c:20]2[cH:21][cH:22][cH:23][cH:24][c:25]2[CH2:26]3)[s:12]1.[ClH:28].[Na+:2].[OH-:1]>>[ClH:28].[O:4]=[C:5]([OH:6])[CH2:7][c:8]1[c:9]([CH3:27])[n:10][c:11]([N:13]=[C:14]2[S:15][CH2:16][CH:17]3[N:18]2[CH2:19][c:20]2[cH:21][cH:22][cH:23][cH:24][c:25]2[CH2:26]3)[s:12]1. Reactants: COC1=CC2=C(CC(N(CC2)CCCNCCC2=CC(=C(C=C2)OC)OC)=O)C=C1OC (1-[7,8-dimethoxy-1,3,4,5-tetrahydro-2H-3-benzazepin-2-on-3-yl]-3-[N-(2-{3,4-dimethoxy-phenyl}-ethyl)-amino]-propane), C([O-])([O-])=O.[K+].[K+] (potassium carbonate), C(C=C)Br (allyl bromide), C(Cl)(Cl)Cl (chloroform). Product: Cl.COC1=CC2=C(CC(N(CC2)CCCN(CCC2=CC(=C(C=C2)OC)OC)CC=C)=O)C=C1OC (1-[7,8-Dimethoxy-1,3,4,5-tetrahydro-2H-3-benzazepin-2-on-3-yl]-3-[N-allyl-N-(2-{3,4-dimethoxy-phenyl}-ethyl)-amino]-propane hydrochloride). Reaction SMILES: [CH3:1][O:2][C:3]1[C:30]([O:31][CH3:32])=[CH:29][C:6]2[CH2:7][C:8](=[O:28])[N:9]([CH2:12][CH2:13][CH2:14][NH:15][CH2:16][CH2:17][C:18]3[CH:23]=[CH:22][C:21]([O:24][CH3:25])=[C:20]([O:26][CH3:27])[CH:19]=3)[CH2:10][CH2:11][C:5]=2[CH:4]=1.C(=O)([O-])[O-].[K+].[K+].[CH2:39](Br)[CH:40]=[CH2:41].C(Cl)(Cl)[Cl:44]>>[ClH:44].[CH3:1][O:2][C:3]1[C:30]([O:31][CH3:32])=[CH:29][C:6]2[CH2:7][C:8](=[O:28])[N:9]([CH2:12][CH2:13][CH2:14][N:15]([CH2:41][CH:40]=[CH2:39])[CH2:16][CH2:17][C:18]3[CH:23]=[CH:22][C:21]([O:24][CH3:25])=[C:20]([O:26][CH3:27])[CH:19]=3)[CH2:10][CH2:11][C:5]=2[CH:4]=1 |f:1.2.3,6.7|. Procedure: 3.1 gm (0.007 mol) of 1-[7,8-dimethoxy-1,3,4,5-tetrahydro-2H-3-benzazepin-2-on-3-yl]-3-[N-(2-{3,4-dimethoxy-phenyl}-ethyl)-amino]-propane were refluxed for 21 hours with 1.0 gm (0.007 mol) of potassium carbonate and 0.6 ml (0.007 mol) of allyl bromide in 100 ml of chloroform. Subsequently, the organic phase was extracted with water, dried, evaporated in vacuo, and the residue was purified on an aluminum oxide column (300 gm neutral, activity III) with methylene chloride containing 2% of acetone ... The reactants are BrC=1C(=NNC1C)C (4-bromo-3,5-dimethyl-1H-pyrazole), C(=O)([O-])[O-].[Cs+].[Cs+] (Cs2CO3), ClCOCC[Si](C)(C)C ((2-chloromethoxy-ethyl)-trimethyl-silane). The solvent is CCOC(=O)C (EtOAc), CC(=O)N(C)C (DMA). Run at time 1 hour. Yields the product BrC=1C(=NN(C1C)COCC[Si](C)(C)C)C (4-bromo-3,5-dimethyl-1-(2-trimethylsilanyl-ethoxymethyl)-1H-pyrazole). The yield is 99.9%. As a reaction SMILES: [Br:1][C:2]1[C:3]([CH3:8])=[N:4][NH:5][C:6]=1[CH3:7].C([O-])([O-])=O.[Cs+].[Cs+].Cl[CH2:16][O:17][CH2:18][CH2:19][Si:20]([CH3:23])([CH3:22])[CH3:21]>CC(N(C)C)=O.CCOC(C)=O>[Br:1][C:2]1[C:3]([CH3:8])=[N:4][N:5]([CH2:16][O:17][CH2:18][CH2:19][Si:20]([CH3:23])([CH3:22])[CH3:21])[C:6]=1[CH3:7] |f:1.2.3|. Reported procedure: To a stirring suspension of 4-bromo-3,5-dimethyl-1H-pyrazole (3.5 g, 20 mmol) and Cs2CO3 (13 g, 40 mmol) in 40 mL DMA was added (2-chloromethoxy-ethyl)-trimethyl-silane (5.3 mL, 30 mmol) at room temperature. The resulting mixture was stirred for 1 hour and was diluted with 100 mL EtOAc. The organic layer was washed with brine, dried (Na2SO4), filtered, and concentrated in vacuo. The residue was then purified by SiO2 chromatography (eluting with EtOAc/Heptane system) to give 4-bromo-3,5-dimethyl-... Yields the product C(C)(C)(C)O[C@H](C(=O)OCC)C=1C(=NC=2N(C1N1CCC(CC1)(C)OCCCC[C@@H](C)O)N=C(C2)CCCC2=C(C=C(C(=C2)F)F)O)C ((S)-ethyl 2-(tert-butoxy)-2-(2-(3-(4,5-difluoro-2-hydroxyphenyl)propyl)-7-(4-(((R)-5-hydroxyhexyl)oxy)-4-methylpiperidin-1-yl)-5-methylpyrazolo[1,5-a]pyrimidin-6-yl)acetate). Procedure: To a solution of (S)-ethyl 2-(2-(3-(2-(benzyloxy)-4,5-difluorophenyl)prop-1-en-1-yl)-7-(4-(((R)-5-((tert-butyldiphenylsilyl)oxy)hexyl)oxy)-4-methylpiperidin-1-yl)-5-methylpyrazolo[1,5-a]pyrimidin-6-yl)-2-(tert-butoxy)acetate (190 mg, 0.190 mmol) in ethanol (4 mL) was added 10% Pd—C (60.6 mg, 0.057 mmol) and the resulting mixture was stirred under balloon hydrogen atmosphere for 16 h. At this point LCMS indicates completion of reaction. Mixture was then filtered through a pad of celite, concentra... Solvent: C(C)O (ethanol), C1CCOC1 (THF). Starting materials: C(C1=CC=CC=C1)OC1=C(C=C(C(=C1)F)F)CC=CC1=NN2C(N=C(C(=C2N2CCC(CC2)(C)OCCCC[C@@H](C)O[Si](C2=CC=CC=C2)(C2=CC=CC=C2)C(C)(C)C)[C@@H](C(=O)OCC)OC(C)(C)C)C)=C1 ((S)-ethyl 2-(2-(3-(2-(benzyloxy)-4,5-difluorophenyl)prop-1-en-1-yl)-7-(4-(((R)-5-((tert-butyldiphenylsilyl)oxy)hexyl)oxy)-4-methylpiperidin-1-yl)-5-methylpyrazolo[1,5-a]pyrimidin-6-yl)-2-(tert-butoxy)acetate), [H][H] (hydrogen), CCCC[N+](CCCC)(CCCC)CCCC.[F-] (TBAF). RXN SMILES: C([O:8][C:9]1[CH:14]=[C:13]([F:15])[C:12]([F:16])=[CH:11][C:10]=1[CH2:17][CH:18]=[CH:19][C:20]1[CH:72]=[C:23]2[N:24]=[C:25]([CH3:71])[C:26]([C@H:60]([O:66][C:67]([CH3:70])([CH3:69])[CH3:68])[C:61]([O:63][CH2:64][CH3:65])=[O:62])=[C:27]([N:28]3[CH2:33][CH2:32][C:31]([O:35][CH2:36][CH2:37][CH2:38][CH2:39][C@H:40]([O:42][Si](C(C)(C)C)(C4C=CC=CC=4)C4C=CC=CC=4)[CH3:41])([CH3:34])[CH2:30][CH2:29]3)[N:22]2[N:21]=1)C1C=CC=CC=1.[H][H].CCCC[N+](CCCC)(CCCC)CCCC.[F-]>C(O)C.C1COCC1.[Pd]>[C:67]([O:66][C@@H:60]([C:26]1[C:25]([CH3:71])=[N:24][C:23]2[N:22]([N:21]=[C:20]([CH2:19][CH2:18][CH2:17][C:10]3[CH:11]=[C:12]([F:16])[C:13]([F:15])=[CH:14][C:9]=3[OH:8])[CH:72]=2)[C:27]=1[N:28]1[CH2:33][CH2:32][C:31]([O:35][CH2:36][CH2:37][CH2:38][CH2:39][C@H:40]([OH:42])[CH3:41])([CH3:34])[CH2:30][CH2:29]1)[C:61]([O:63][CH2:64][CH3:65])=[O:62])([CH3:68])([CH3:69])[CH3:70] |f:2.3|. Reagents/catalysts: [Pd] (Pd—C). The yield is 66.3%. The reactants are N1=CC(=C2N1C=CC=C2)NC(=O)C2CC2 (N-pyrazolo[1,5-a]pyridin-3-ylcyclopropanecarboxamide), CCOC(=O)C (EtOAc), [H-].[Na+] (NaH), ICC (iodoethane). Solvent: C1CCOC1 (THF), O (H2O), [NH4+].[Cl-] (NH4Cl), C1CCOC1 (THF). Reaction conditions: time 15 minute. The product is C(C)N(C(=O)C1CC1)C=1C=NN2C1C=CC=C2 (N-ethyl-N-pyrazolo[1,5-a]pyridin-3-ylcyclopropanecarboxamide). The yield is 69.5%. RXN SMILES: [H-].[Na+].[N:3]1[N:7]2[CH:8]=[CH:9][CH:10]=[CH:11][C:6]2=[C:5]([NH:12][C:13]([CH:15]2[CH2:17][CH2:16]2)=[O:14])[CH:4]=1.I[CH2:19][CH3:20].CCOC(C)=O>C1COCC1.[NH4+].[Cl-].O>[CH2:19]([N:12]([C:5]1[CH:4]=[N:3][N:7]2[CH:8]=[CH:9][CH:10]=[CH:11][C:6]=12)[C:13]([CH:15]1[CH2:16][CH2:17]1)=[O:14])[CH3:20] |f:0.1,6.7|. Reported procedure: To a suspension of NaH (0.23 g, 60% in mineral oil, 5.74 mmol) in THF (15.0 mL) was added a solution of N-pyrazolo[1,5-a]pyridin-3-ylcyclopropanecarboxamide (0.77 g, 3.83 mmol) in THF (5.0 mL) at room temperature, After 15 min, iodoethane (0.52 mL, 6.5 mmol) was added. The resulting mixture was stirred for 16 h and diluted with NH4Cl solution. EtOAc and H2O were added and separated. The aqueous layer was extracted with EtOAc (2×). The combined EtOAc solution was concentrated in vacuo to dryness ... The reactants are ClC1=CC=CC2=C1C(N1[C@H](C=3N2C=NC3C=3SC=C(N3)CCl)CC1)=O ((S)-8-chloro-1-(4-chloromethyl-thiazol-2-yl)-12,12a-dihydro-9H,11H-azeto[2,1-c]imidazo[1,5-a][1,4]benzodiazepin-9-one), C(CC)NCCC (dipropylamine). The solvent is O1CCCC1 (tetrahydrofuran). Yields the product ClC1=CC=CC2=C1C(N1[C@H](C=3N2C=NC3C=3SC=C(N3)CN(CCC)CCC)CC1)=O ((S)-8-chloro-1-(4-dipropylaminomethyl-thiazol-2-yl)-12,12a-dihydro-9H,11H-azeto[2,1-c]imidazo[1,5-a][1,4]-benzodiazepin-9-one). The yield is 64.0%. RXN SMILES: [Cl:1][C:2]1[C:7]2[C:8](=[O:25])[N:9]3[CH2:24][CH2:23][C@H:10]3[C:11]3[N:12]([CH:13]=[N:14][C:15]=3[C:16]3[S:17][CH:18]=[C:19]([CH2:21]Cl)[N:20]=3)[C:6]=2[CH:5]=[CH:4][CH:3]=1.[CH2:26]([NH:29][CH2:30][CH2:31][CH3:32])[CH2:27][CH3:28]>O1CCCC1>[Cl:1][C:2]1[C:7]2[C:8](=[O:25])[N:9]3[CH2:24][CH2:23][C@H:10]3[C:11]3[N:12]([CH:13]=[N:14][C:15]=3[C:16]3[S:17][CH:18]=[C:19]([CH2:21][N:29]([CH2:30][CH2:31][CH3:32])[CH2:26][CH2:27][CH3:28])[N:20]=3)[C:6]=2[CH:5]=[CH:4][CH:3]=1. Procedure: A solution of 1.1 g (0.00281 mol) of (S)-8-chloro-1-(4-chloromethyl-thiazol-2-yl)-12,12a-dihydro-9H,11H-azeto[2,1-c]imidazo[1,5-a][1,4]benzodiazepin-9-one in 70 ml of tetrahydrofuran was treated with 7.7 ml (0.0562 mol) of dipropylamine. After stirring at reflux for 16 hrs. the solution obtained was completely freed from the solvents. The residue was chromatographed over silica gel with ethyl acetate as the eluent and recrystallized from ethyl acetate/ether. There was obtained 0.82 g (64%) of (S... The reactants are C(C)(C)(C)OC(=O)NCC1CN(CC1)CCCN (3-(3-tert-Butoxycarbonylaminomethylpyrrolidin-1-yl)propylamine), S1C(=CC=C1)C(=O)Cl (2-thiophenecarbonyl chloride), NC1=CC(=C(C(=O)O)C=C1Cl)OC (4-amino-5-chloro-2-methoxybenzoic acid). Product: NC1=CC(=C(C(=O)NCC2CN(CC2)CCCNC(=O)C=2SC=CC2)C=C1Cl)OC (4-amino-5-chloro-2-methoxy-N-(1-(3-(2-thiophenecarbonylamino)propyl)pyrrolidin-3-ylmethyl)benzamide). As a reaction SMILES: C(O[C:6]([NH:8][CH2:9][CH:10]1[CH2:14][CH2:13][N:12]([CH2:15][CH2:16][CH2:17][NH2:18])[CH2:11]1)=[O:7])(C)(C)C.[S:19]1[CH:23]=[CH:22][CH:21]=[C:20]1[C:24](Cl)=[O:25].[NH2:27][C:28]1[C:36]([Cl:37])=[CH:35][C:31](C(O)=O)=[C:30]([O:38][CH3:39])[CH:29]=1>>[NH2:27][C:28]1[C:36]([Cl:37])=[CH:35][C:31]([C:6]([NH:8][CH2:9][CH:10]2[CH2:14][CH2:13][N:12]([CH2:15][CH2:16][CH2:17][NH:18][C:24]([C:20]3[S:19][CH:23]=[CH:22][CH:21]=3)=[O:25])[CH2:11]2)=[O:7])=[C:30]([O:38][CH3:39])[CH:29]=1. Procedure: 3-(3-tert-Butoxycarbonylaminomethylpyrrolidin-1-yl)propylamine (1.05 g) as starting compound was reacted and treated in the same manner as in Example 1 using 2-thiophenecarbonyl chloride (0.48 ml) and 4-amino-5-chloro-2-methoxybenzoic acid (0.82 g) to give 4-amino-5-chloro-2-methoxy-N-(1-(3-(2-thiophenecarbonylamino)propyl)pyrrolidin-3-ylmethyl)benzamide. Reactants: [N+](=O)([O-])C=1C=C(C=CC1NCC1=CC(=CC(=C1)C(F)(F)F)C(F)(F)F)NS(=O)(=O)C1=CC=CC=C1 (N-{3-nitro-4-(3,5-bis-trifluoromethyl-benzylamino)-phenyl}-benzenesulphonamide), [O-]S(=O)S(=O)[O-].[Na+].[Na+] (Na2S2O4). Solvent: CO (methanol), O (water), O (water). The product is NC=1C=C(C=CC1NCC1=CC(=CC(=C1)C(F)(F)F)C(F)(F)F)NS(=O)(=O)C1=CC=CC=C1 (N-{3-amino-4-(3,5-bis-trifluoromethyl-benzylamino)-phenyl}-benzenesulphonamide). Reaction SMILES: [N+:1]([C:4]1[CH:5]=[C:6]([NH:26][S:27]([C:30]2[CH:35]=[CH:34][CH:33]=[CH:32][CH:31]=2)(=[O:29])=[O:28])[CH:7]=[CH:8][C:9]=1[NH:10][CH2:11][C:12]1[CH:17]=[C:16]([C:18]([F:21])([F:20])[F:19])[CH:15]=[C:14]([C:22]([F:25])([F:24])[F:23])[CH:13]=1)([O-])=O.[O-]S(S([O-])=O)=O.[Na+].[Na+]>CO.O>[NH2:1][C:4]1[CH:5]=[C:6]([NH:26][S:27]([C:30]2[CH:35]=[CH:34][CH:33]=[CH:32][CH:31]=2)(=[O:28])=[O:29])[CH:7]=[CH:8][C:9]=1[NH:10][CH2:11][C:12]1[CH:17]=[C:16]([C:18]([F:21])([F:19])[F:20])[CH:15]=[C:14]([C:22]([F:23])([F:24])[F:25])[CH:13]=1 |f:1.2.3|. Procedure details: N-{3-nitro-4-(3,5-bis-trifluoromethyl-benzylamino)-phenyl}-benzenesulphonamide (8.6 g, 16.6 mmol) in 200 mL methanol are refluxed and within 0.5 h combined with a solution of Na2S2O4 (14.2 g, mmol) in 50 mL water. The mixture is refluxed until totally decolorised (this takes about 1 h). After cooling the mixture is diluted with water. About 100 mL of the methanol/water mixture are distilled off, the resulting solution is cooled, the crystals precipitated are filtered off and washed with water. T... Starting materials: O=C(Cl)c1ccccc1, [K+], CCCn1nc(CC)c(C(=O)OC)c1Cc1ccc(-c2ccccc2S(N)(=O)=O)cc1, O=P([O-])(O)O, c1ccncc1. The product is CCCn1nc(CC)c(C(=O)OC)c1Cc1ccc(-c2ccccc2S(=O)(=O)NC(=O)c2ccccc2)cc1. Reaction SMILES: [C:32]([c:33]1[cH:34][cH:35][cH:36][cH:37][cH:38]1)(=[O:39])[Cl:40].[K+:46].[NH2:1][S:2](=[O:3])(=[O:4])[c:5]1[c:6](-[c:11]2[cH:12][cH:13][c:14]([CH2:17][c:18]3[c:19]([C:28](=[O:29])[O:30][CH3:31])[c:20]([CH2:26][CH3:27])[n:21][n:22]3[CH2:23][CH2:24][CH3:25])[cH:15][cH:16]2)[cH:7][cH:8][cH:9][cH:10]1.[P:41]([O-:42])([OH:43])([OH:44])=[O:45].[cH:47]1[cH:48][cH:49][n:50][cH:51][cH:52]1>>[NH:1]([S:2](=[O:3])(=[O:4])[c:5]1[c:6](-[c:11]2[cH:12][cH:13][c:14]([CH2:17][c:18]3[c:19]([C:28](=[O:29])[O:30][CH3:31])[c:20]([CH2:26][CH3:27])[n:21][n:22]3[CH2:23][CH2:24][CH3:25])[cH:15][cH:16]2)[cH:7][cH:8][cH:9][cH:10]1)[C:32]([c:33]1[cH:34][cH:35][cH:36][cH:37][cH:38]1)=[O:39].